This data is from the Open Reaction Database (ORD), a public repository of structured organic reaction records. The task is: describe an organic reaction: reactants, conditions, products, and yield The reactants are O=C([O-])[O-], CNCc1cccc2c(=O)c(C)c(-c3ccccc3)oc12, CN(C)C=O, ClCCBr, [K+], [K+], O. Product: Cc1c(-c2ccccc2)oc2c(CN(C)CCCl)cccc2c1=O. Reaction SMILES: [C:26](=[O:27])([O-:28])[O-:29].[CH3:1][NH:2][CH2:3][c:4]1[cH:5][cH:6][cH:7][c:8]2[c:9](=[O:21])[c:10]([CH3:20])[c:11](-[c:14]3[cH:15][cH:16][cH:17][cH:18][cH:19]3)[o:12][c:13]12.[CH3:33][N:34]([CH3:35])[CH:36]=[O:37].[Cl:22][CH2:23][CH2:24][Br:25].[K+:30].[K+:31].[OH2:32]>>[CH3:1][N:2]([CH2:3][c:4]1[cH:5][cH:6][cH:7][c:8]2[c:9](=[O:21])[c:10]([CH3:20])[c:11](-[c:14]3[cH:15][cH:16][cH:17][cH:18][cH:19]3)[o:12][c:13]12)[CH2:24][CH2:23][Cl:22]. Reactants: CCO, O=CO, [N-]=[N+]=NCc1cnc(F)cc1-c1cccc2cc(-c3nc(NCCN4CCNC4=O)ncc3F)sc12, NN, [Na+], [Na+], O=C([O-])[O-]. Product: NCc1cnc(F)cc1-c1cccc2cc(-c3nc(NCCN4CCNC4=O)ncc3F)sc12. RXN SMILES: [CH3:48][CH2:49][OH:50].[CH:37]([OH:38])=[O:39].[N:1](=[N+:2]=[N-:3])[CH2:4][c:5]1[c:6](-[c:12]2[cH:13][cH:14][cH:15][c:16]3[c:17]2[s:18][c:19](-[c:21]2[n:22][c:23]([NH:28][CH2:29][CH2:30][N:31]4[C:32](=[O:36])[NH:33][CH2:34][CH2:35]4)[n:24][cH:25][c:26]2[F:27])[cH:20]3)[cH:7][c:8]([F:11])[n:9][cH:10]1.[NH2:40][NH2:41].[Na+:42].[Na+:43].[O-:44][C:45](=[O:46])[O-:47]>>[NH2:1][CH2:4][c:5]1[c:6](-[c:12]2[cH:13][cH:14][cH:15][c:16]3[c:17]2[s:18][c:19](-[c:21]2[n:22][c:23]([NH:28][CH2:29][CH2:30][N:31]4[C:32](=[O:36])[NH:33][CH2:34][CH2:35]4)[n:24][cH:25][c:26]2[F:27])[cH:20]3)[cH:7][c:8]([F:11])[n:9][cH:10]1. Reactants: CC(C)OC(N[C@@H]1C[C@@H](N(C2=CC=C(C=C12)C#C)C(C)=O)C)=O (1-methylethyl[(2S,4R)-1-acetyl-6-ethynyl-2-methyl-1,2,3,4-tetrahydro-4-quinolinyl]carbamate), Intermediate 58, N(=[N+]=[N-])CCO (2-azidoethanol). Reagents/catalysts: [Cu]I (copper(I) iodide). Solvent: CN(C=O)C (N,N-dimethylformamide), CO (methanol). Conditions: temperature 100 celsius, time 2 hour. Product: C(C)(=O)N1[C@H](C[C@H](C2=CC(=CC=C12)C=1N=NN(C1)CCO)NC(OC(C)C)=O)C (1-methylethyl {(2S,4R)-1-acetyl-6-[1-(2-hydroxyethyl)-1H-1,2,3-triazol-4-yl]-2-methyl-1,2,3,4-tetrahydro-4-quinolinyl}carbamate). Isolated yield 62.0%. As a reaction SMILES: [CH3:1][CH:2]([O:4][C:5](=[O:23])[NH:6][C@H:7]1[C:16]2[C:11](=[CH:12][CH:13]=[C:14]([C:17]#[CH:18])[CH:15]=2)[N:10]([C:19](=[O:21])[CH3:20])[C@@H:9]([CH3:22])[CH2:8]1)[CH3:3].[N:24]([CH2:27][CH2:28][OH:29])=[N+:25]=[N-:26]>CN(C)C=O.CO.[Cu]I>[C:19]([N:10]1[C:11]2[C:16](=[CH:15][C:14]([C:17]3[N:26]=[N:25][N:24]([CH2:27][CH2:28][OH:29])[CH:18]=3)=[CH:13][CH:12]=2)[C@H:7]([NH:6][C:5](=[O:23])[O:4][CH:2]([CH3:1])[CH3:3])[CH2:8][C@@H:9]1[CH3:22])(=[O:21])[CH3:20]. Procedure details: To a solution of 1-methylethyl[(2S,4R)-1-acetyl-6-ethynyl-2-methyl-1,2,3,4-tetrahydro-4-quinolinyl]carbamate (for a preparation, see Intermediate 58) (100 mg, 0.318 mmol) in a mixture of N,N-dimethylformamide (DMF) (1.8 mL) and methanol (0.200 mL) were successively added 2-azidoethanol (55.4 mg, 0.636 mmol) and copper(I) iodide (3.03 mg, 0.016 mmol). The resulting mixture was stirred at 100° C. under microwave irradiation for 2 h then cooled to room temperature. The reaction mixture was partitio... Reactants: NC=1C=NC=CC1 (3-aminopyridine), [N+](=O)([O-])C1=CC=C(C(=O)O)C=C1 (4-nitrobenzoic acid). Yields the product [N+](=O)([O-])C1=CC=C(C(=O)NC=2C=NC=CC2)C=C1 (4-Nitro-N-(3-pyridyl)benzamide). Yield: 49.6%. Reaction SMILES: [NH2:1][C:2]1[CH:3]=[N:4][CH:5]=[CH:6][CH:7]=1.[N+:8]([C:11]1[CH:19]=[CH:18][C:14]([C:15](O)=[O:16])=[CH:13][CH:12]=1)([O-:10])=[O:9]>>[N+:8]([C:11]1[CH:12]=[CH:13][C:14]([C:15]([NH:1][C:2]2[CH:3]=[N:4][CH:5]=[CH:6][CH:7]=2)=[O:16])=[CH:18][CH:19]=1)([O-:10])=[O:9]. Reported procedure: Using 3-aminopyridine (1.55 g, 16.5 mmol) and 4-nitrobenzoic acid (2.5 g, 15.0 mmol), the procedure of Reference Example 16 was repeated to obtain 1.81 g (49.6%) of the title compound in the form of colorless powder. Starting materials: BrCCCCBr, [H-], [Na+], CN(C)C=O, O, N#CCn1ccc2cccnc21. Yields the product N#CC1(n2ccc3cccnc32)CCCC1. RXN SMILES: [Br:1][CH2:2][CH2:3][CH2:4][CH2:5][Br:6].[H-:20].[Na+:19].[O:22]=[CH:23][N:24]([CH3:25])[CH3:26].[OH2:21].[n:7]1([CH2:16][C:17]#[N:18])[cH:8][cH:9][c:10]2[cH:11][cH:12][cH:13][n:14][c:15]12>>[CH2:2]1[CH2:3][CH2:4][CH2:5][C:16]1([n:7]1[cH:8][cH:9][c:10]2[cH:11][cH:12][cH:13][n:14][c:15]12)[C:17]#[N:18]. Starting materials: FC1=C(CO)C(=CC(=C1)O)F (2,6-difluoro-4-hydroxybenzyl alcohol), ClCC1=NOC(=N1)C=1SC=CC1 (3-chloromethyl-5-thiophen-2-yl-[1,2,4]oxadiazole), C[C@H]1N(CCNC1)C(=O)OCC1=C(C=CC(=C1)OCC=C)F ((R)-2-Fluoro-5-(2-propenyl)oxybenzyl 2-methylpiperazine-1-carboxylate). Product: FC1=C(COC(=O)N2[C@@H](CNCC2)C)C(=CC(=C1)OCC1=NOC(=N1)C=1SC=CC1)F ((R)-2-Methyl-piperazine-1-carboxylic acid 2,6-difluoro-4-(5-thiophen-2-yl-[1,2,4]oxadiazol-3-ylmethoxy)-benzyl ester), product. Reaction SMILES: [F:1][C:2]1[CH:9]=[C:8]([OH:10])[CH:7]=[C:6]([F:11])[C:3]=1[CH2:4][OH:5].Cl[CH2:13][C:14]1[N:18]=[C:17]([C:19]2[S:20][CH:21]=[CH:22][CH:23]=2)[O:16][N:15]=1.[CH3:24][C@@H:25]1[CH2:30][NH:29][CH2:28][CH2:27][N:26]1[C:31](OCC1C=C(OCC=C)C=CC=1F)=[O:32]>>[F:1][C:2]1[CH:9]=[C:8]([O:10][CH2:13][C:14]2[N:18]=[C:17]([C:19]3[S:20][CH:21]=[CH:22][CH:23]=3)[O:16][N:15]=2)[CH:7]=[C:6]([F:11])[C:3]=1[CH2:4][O:5][C:31]([N:26]1[CH2:27][CH2:28][NH:29][CH2:30][C@H:25]1[CH3:24])=[O:32]. Procedure: (R)-2-Methyl-piperazine-1-carboxylic acid 2,6-difluoro-4-(5-thiophen-2-yl-[1,2,4]oxadiazol-3-ylmethoxy)-benzyl ester was prepared from 2,6-difluoro-4-hydroxybenzyl alcohol, 3-chloromethyl-5-thiophen-2-yl-[1,2,4]oxadiazole and (R) 2-methylpiperazine resin according to the methods described for Example 126 to give the product as a yellow oil: δH(400 MHz; d6-DMSO) 1.10 (3H, d, J 7.0 Hz), 2.40 (1H, td, J 12.0, 3.5 Hz), 2.62 (2H, br d, J, 2.5 Hz), 2.75–2.82 (1H, br d, J 12 Hz), 2.88 (1H, td, J 12.5, ... The reactants are C(C)C1=CC=C(C=C1)[C@H]([C@H](C)N)OC=1C=C2C=NN(C2=CC1)C1=CC=C(C=C1)F ((1R,2S)-1-(4-ethylphenyl)-1-{[1-(4-fluorophenyl)-1H-indazol-5-yl]oxy}propan-2-amine), CC(C(=O)Cl)C (2-methylpropanoyl chloride). The product is C(C)C1=CC=C(C=C1)[C@H]([C@H](C)NC(C(C)C)=O)OC=1C=C2C=NN(C2=CC1)C1=CC=C(C=C1)F (N-[(1R,2S)-1-(4-ethylphenyl)-1-[1-(4-fluorophenyl)indazol-5-yl]oxy-propan-2-yl]-2-methyl-propanamide). Reaction SMILES: [CH2:1]([C:3]1[CH:8]=[CH:7][C:6]([C@@H:9]([O:13][C:14]2[CH:15]=[C:16]3[C:20](=[CH:21][CH:22]=2)[N:19]([C:23]2[CH:28]=[CH:27][C:26]([F:29])=[CH:25][CH:24]=2)[N:18]=[CH:17]3)[C@@H:10]([NH2:12])[CH3:11])=[CH:5][CH:4]=1)[CH3:2].[CH3:30][CH:31]([CH3:35])[C:32](Cl)=[O:33]>>[CH2:1]([C:3]1[CH:4]=[CH:5][C:6]([C@@H:9]([O:13][C:14]2[CH:15]=[C:16]3[C:20](=[CH:21][CH:22]=2)[N:19]([C:23]2[CH:24]=[CH:25][C:26]([F:29])=[CH:27][CH:28]=2)[N:18]=[CH:17]3)[C@@H:10]([NH:12][C:32](=[O:33])[CH:31]([CH3:35])[CH3:30])[CH3:11])=[CH:7][CH:8]=1)[CH3:2]. Procedure: Prepared as described in Example 1 using (1R,2S)-1-(4-ethylphenyl)-1-{[1-(4-fluorophenyl)-1H-indazol-5-yl]oxy}propan-2-amine (7a, 20 mg, 50 μmol) and 2-methylpropanoyl chloride (16 mg, 150 nmol). Yield 18 mg (78%). Reactants: ClC=1C=NC=2N(C1)N=C(C2)C(=O)O (6-chloro-pyrazolo[1,5-a]pyrimidine-2-carboxylic acid), C(C)C1NCCC2=CC=CC=C12 (1-Ethyl-1,2,3,4-tetrahydro-isoquinoline). Product: ClC=1C=NC=2N(C1)N=C(C2)C(=O)N2C(C1=CC=CC=C1CC2)CC ((6-Chloro-pyrazolo[1,5-a]pyrimidin-2-yl)-(1-ethyl-3,4-dihydro-1H-isoquinolin-2-yl)-methanone). As a reaction SMILES: [Cl:1][C:2]1[CH:3]=[N:4][C:5]2[N:6]([N:8]=[C:9]([C:11]([OH:13])=O)[CH:10]=2)[CH:7]=1.[CH2:14]([CH:16]1[C:25]2[C:20](=[CH:21][CH:22]=[CH:23][CH:24]=2)[CH2:19][CH2:18][NH:17]1)[CH3:15]>>[Cl:1][C:2]1[CH:3]=[N:4][C:5]2[N:6]([N:8]=[C:9]([C:11]([N:17]3[CH2:18][CH2:19][C:20]4[C:25](=[CH:24][CH:23]=[CH:22][CH:21]=4)[CH:16]3[CH2:14][CH3:15])=[O:13])[CH:10]=2)[CH:7]=1. Procedure details: In close analogy to the procedure described in Example 1, 6-chloro-pyrazolo[1,5-a]pyrimidine-2-carboxylic acid is reacted with 1-Ethyl-1,2,3,4-tetrahydro-isoquinoline to provide the title compound in moderate yield. Reactants: O=C(n1ccnc1)n1ccnc1, CC#N, CC(C)(C)OC(=O)N1CCC(C)(N2CCC(NC3CCCCC3N)CC2)CC1. Yields the product CC(C)(C)OC(=O)N1CCC(C)(N2CCC(N3C(=O)NC4CCCCC43)CC2)CC1. As a reaction SMILES: [C:29](=[O:30])([n:31]1[cH:32][cH:33][n:34][cH:35]1)[n:36]1[cH:37][cH:38][n:39][cH:40]1.[CH3:41][C:42]#[N:43].[NH2:1][CH:2]1[CH:3]([NH:8][CH:9]2[CH2:10][CH2:11][N:12]([C:15]3([CH3:28])[CH2:16][CH2:17][N:18]([C:21](=[O:22])[O:23][C:24]([CH3:25])([CH3:26])[CH3:27])[CH2:19][CH2:20]3)[CH2:13][CH2:14]2)[CH2:4][CH2:5][CH2:6][CH2:7]1>>[NH:1]1[CH:2]2[CH:3]([CH2:4][CH2:5][CH2:6][CH2:7]2)[N:8]([CH:9]2[CH2:10][CH2:11][N:12]([C:15]3([CH3:28])[CH2:16][CH2:17][N:18]([C:21](=[O:22])[O:23][C:24]([CH3:25])([CH3:26])[CH3:27])[CH2:19][CH2:20]3)[CH2:13][CH2:14]2)[C:29]1=[O:30]. The reactants are [OH-].[Na+] (sodium hydroxide), FC(C(=O)O)(F)F.COC(CCCN(C(C1=CC(=CC(=C1)OCCNC1=CC=NC=C1)Cl)=O)C1=C(C=CC=C1)C(N)=O)=O (4-((2-carbamoyl-phenyl)-{3-chloro-5-[2-(pyridin-4-ylamino)-ethoxy]-benzoyl}-amino)-butyric acid methyl ester trifluoroacetate), Cl (hydrochloric acid). Run in O1CCOCC1 (1,4-dioxan). The product is C(N)(=O)C1=C(C=CC=C1)N(CCCC(=O)O)C(C1=CC(=CC(=C1)OCCNC1=CC=NC=C1)Cl)=O (4-((2-Carbamoyl-phenyl)-{3-chloro-5-[2-(pyridin-4-ylamino)-ethoxy]-benzoyl}-amino)-butyric acid). The yield is 100.6%. As a reaction SMILES: [OH-].[Na+].FC(F)(F)C(O)=O.C[O:11][C:12](=[O:45])[CH2:13][CH2:14][CH2:15][N:16]([C:36]1[CH:41]=[CH:40][CH:39]=[CH:38][C:37]=1[C:42](=[O:44])[NH2:43])[C:17](=[O:35])[C:18]1[CH:23]=[C:22]([O:24][CH2:25][CH2:26][NH:27][C:28]2[CH:33]=[CH:32][N:31]=[CH:30][CH:29]=2)[CH:21]=[C:20]([Cl:34])[CH:19]=1.Cl>O1CCOCC1>[C:42]([C:37]1[CH:38]=[CH:39][CH:40]=[CH:41][C:36]=1[N:16]([C:17](=[O:35])[C:18]1[CH:23]=[C:22]([O:24][CH2:25][CH2:26][NH:27][C:28]2[CH:33]=[CH:32][N:31]=[CH:30][CH:29]=2)[CH:21]=[C:20]([Cl:34])[CH:19]=1)[CH2:15][CH2:14][CH2:13][C:12]([OH:45])=[O:11])(=[O:44])[NH2:43] |f:0.1,2.3|. Procedure details: 2M Aqueous sodium hydroxide (0.200 ml) was added to a stirred solution of 4-((2-carbamoyl-phenyl)-{3-chloro-5-[2-(pyridin-4-ylamino)-ethoxy]-benzoyl}-amino)-butyric acid methyl ester trifluoroacetate (0.030 g) in 1,4-dioxan (1 ml). 2M Aqueous hydrochloric acid (0.2 ml) was added after 16 h. The reaction mixture was evaporated in vacuo and the residue was subjected to preparative hplc to give the title compound (0.024 g) as a colourless gum by concentration of the required fraction under reduced ...